Dataset: the Open Reaction Database (ORD), a public repository of structured organic reaction records. Task: describe an organic reaction: reactants, conditions, products, and yield Reactants: C1(=CC=CC=C1)C=1C=CC=2N(C3=CC=C(C=C3C2C1)C1=CC=CC=C1)C1=CC=C(OCCCCCCCCO)C=C1 (8-[4-(3,6-diphenylcarbazol-9-yl)phenoxy]octan-1-ol), O (water), C1(=CC=C(C=C1)S(=O)(=O)Cl)C (p-toluenesulfonyl chloride), resultant solution. The solvent is C(Cl)Cl (methylene chloride), N1=CC=CC=C1 (pyridine). Yields the product C1(=CC=CC=C1)C=1C=CC=2N(C3=CC=C(C=C3C2C1)C1=CC=CC=C1)C1=CC=C(OCCCCCCCCOS(=O)(=O)C2=CC=C(C=C2)C)C=C1 (toluene-4-sulfonic acid 8-[4-(3,6-diphenylcarbazol-9-yl)phenoxy]octyl ester). Yield: 54.0%. Reaction SMILES: [C:1]1([C:7]2[CH:8]=[CH:9][C:10]3[N:11]([C:26]4[CH:41]=[CH:40][C:29]([O:30][CH2:31][CH2:32][CH2:33][CH2:34][CH2:35][CH2:36][CH2:37][CH2:38][OH:39])=[CH:28][CH:27]=4)[C:12]4[C:17]([C:18]=3[CH:19]=2)=[CH:16][C:15]([C:20]2[CH:25]=[CH:24][CH:23]=[CH:22][CH:21]=2)=[CH:14][CH:13]=4)[CH:6]=[CH:5][CH:4]=[CH:3][CH:2]=1.[C:42]1([CH3:52])[CH:47]=[CH:46][C:45]([S:48](Cl)(=[O:50])=[O:49])=[CH:44][CH:43]=1.O>C(Cl)Cl.N1C=CC=CC=1>[C:1]1([C:7]2[CH:8]=[CH:9][C:10]3[N:11]([C:26]4[CH:27]=[CH:28][C:29]([O:30][CH2:31][CH2:32][CH2:33][CH2:34][CH2:35][CH2:36][CH2:37][CH2:38][O:39][S:48]([C:45]5[CH:46]=[CH:47][C:42]([CH3:52])=[CH:43][CH:44]=5)(=[O:50])=[O:49])=[CH:40][CH:41]=4)[C:12]4[C:17]([C:18]=3[CH:19]=2)=[CH:16][C:15]([C:20]2[CH:25]=[CH:24][CH:23]=[CH:22][CH:21]=2)=[CH:14][CH:13]=4)[CH:2]=[CH:3][CH:4]=[CH:5][CH:6]=1. Procedure details: The obtained 8-[4-(3,6-diphenylcarbazol-9-yl)phenoxy]octan-1-ol (2.80 g, 5.2 mmol) was dissolved in a solvent mixture of methylene chloride (10 mL) and pyridine (5 mL). Then, p-toluenesulfonyl chloride (1.20 g, 6.3 mmol) was added to the resultant solution at −10° C., followed by stirring at room temperature. Next, the mixture was poured to water, followed by extraction with ethyl acetate. In addition, the mixture was washed with diluted hydrochloric acid and water, and dried and the solvent was...